From a dataset of the Open Reaction Database (ORD), a public repository of structured organic reaction records. describe an organic reaction: reactants, conditions, products, and yield Reactants: amide, [BH4-].[Na+] (sodium borohydride), COC1=CC=C(CNC(CCC(CC)O)=O)C=C1 (4-hydroxyhexanoic acid 4-methoxy-benzylamide), C(C)(=O)O (acetic acid). The solvent is O1CCCC1 (Tetrahydrofuran), O1CCCC1 (tetrahydrofuran). Run at temperature 22.5 celsius, time 30 minute. Yields the product COC1=CC=C(CNCCCC(CC)O)C=C1 (6-(4-Methoxybenzylamino)hexan-3-ol). Reaction SMILES: [BH4-].[Na+].[CH3:3][O:4][C:5]1[CH:20]=[CH:19][C:8]([CH2:9][NH:10][C:11](=O)[CH2:12][CH2:13][CH:14]([OH:17])[CH2:15][CH3:16])=[CH:7][CH:6]=1.C(O)(=O)C>O1CCCC1>[CH3:3][O:4][C:5]1[CH:6]=[CH:7][C:8]([CH2:9][NH:10][CH2:11][CH2:12][CH2:13][CH:14]([OH:17])[CH2:15][CH3:16])=[CH:19][CH:20]=1 |f:0.1|. Reported procedure: Tetrahydrofuran (121 gal, 458 L) and sodium borohydride (22.154 kg, 585.6 moles) were charged to a clean and dry nitrogen purged 500 gallon glass lined tank. The suspension was allowed to stir for 30 minutes at 20-25° C. then 4-hydroxyhexanoic acid 4-methoxy-benzylamide (45.75 kg, 182 moles) was added as a solid. After 30 minutes, the reaction was cooled to 5-10° C. and over a 4 to 8 hour period a solution of acetic acid (9.1 gallons, 34.4 L) in tetrahydrofuran (12 gal, 45.4 L) was added keeping...